Dataset: the Open Reaction Database (ORD), a public repository of structured organic reaction records. Task: describe an organic reaction: reactants, conditions, products, and yield Reaction SMILES: F[B-](F)(F)F.C(N(C(C)C)[CH:10]=[N+:11]([CH:15]([CH3:17])[CH3:16])[CH:12]([CH3:14])[CH3:13])(C)C.CC(C)([O-])C.[K+].[C:27]([O:31][C:32]([N:34]1[C:38](=[O:39])[CH2:37][CH2:36][C@H:35]1[CH2:40][C:41]1[CH:46]=[CH:45][C:44]([C:47]2[CH:52]=[CH:51][CH:50]=[CH:49][CH:48]=2)=[CH:43][CH:42]=1)=[O:33])([CH3:30])([CH3:29])[CH3:28].C(OC(C)C)(=O)C>C1COCC1>[C:27]([O:31][C:32]([N:34]1[C@H:35]([CH2:40][C:41]2[CH:42]=[CH:43][C:44]([C:47]3[CH:48]=[CH:49][CH:50]=[CH:51][CH:52]=3)=[CH:45][CH:46]=2)[CH2:36]/[C:37](=[CH:10]\[N:11]([CH:12]([CH3:13])[CH3:14])[CH:15]([CH3:16])[CH3:17])/[C:38]1=[O:39])=[O:33])([CH3:30])([CH3:28])[CH3:29] |f:0.1,2.3|. Procedure details: N,N,N′,N′-tetraisopropylformamidinium tetrafluoroborate (2.13 g, prepared according to Example 11) is added to a 1 M solution of potassium-tert-butoxide in THF (5.69 ml). The resulting mixture is then stirred for 1 h at 50° C. (S)-2-Biphenyl-4-ylmethyl-5-oxo-pyrrolidine-1-carboxylic acid tert-butyl ester (8-a, R1=Boc) (500 mg) is then added and the mixture stirred at 60° C. for 1 h. The mixture is then cooled to room temperature and diluted by addition of 10 ml isopropyl acetate. The mixture is ... Product: C(C)(C)(C)OC(=O)N1C(/C(/C[C@H]1CC1=CC=C(C=C1)C1=CC=CC=C1)=C/N(C(C)C)C(C)C)=O ((R)-5-biphenyl-4-ylmethyl-3-[1-diisopropylamino-meth-(E)-ylidene]-2-oxo-pyrrolidine-1-carboxylic acid tert-butyl ester). Reaction conditions: temperature 60 celsius, time 1 hour. Solvent: C1CCOC1 (THF). The reactants are C(C)(C)(C)OC(=O)N1[C@@H](CCC1=O)CC1=CC=C(C=C1)C1=CC=CC=C1 ((S)-2-Biphenyl-4-ylmethyl-5-oxo-pyrrolidine-1-carboxylic acid tert-butyl ester), F[B-](F)(F)F.C(C)(C)N(C=[N+](C(C)C)C(C)C)C(C)C (N,N,N′,N′-tetraisopropylformamidinium tetrafluoroborate), solution, CC(C)([O-])C.[K+] (potassium-tert-butoxide), C(C)(=O)OC(C)C (isopropyl acetate).